Dataset: the Open Reaction Database (ORD), a public repository of structured organic reaction records. Task: describe an organic reaction: reactants, conditions, products, and yield The reactants are O=C([O-])[O-], CC(C)=O, CC(C)I, [K+], [K+], CCOC(=O)C(=NO)C(C)=O. Yields the product CCOC(=O)C(=NOC(C)C)C(C)=O. As a reaction SMILES: [C:16](=[O:17])([O-:18])[O-:19].[CH3:22][C:23](=[O:24])[CH3:25].[CH:12]([CH3:13])([CH3:14])[I:15].[K+:20].[K+:21].[OH:1][N:2]=[C:3]([C:4](=[O:5])[O:6][CH2:7][CH3:8])[C:9]([CH3:10])=[O:11]>>[O:1]([N:2]=[C:3]([C:4](=[O:5])[O:6][CH2:7][CH3:8])[C:9]([CH3:10])=[O:11])[CH:12]([CH3:13])[CH3:14]. Reactants: CCOP(=O)(CSCCO)OCC, C1CCOC1, O=C1c2ccccc2C(=O)N1c1ncnc2c1ncn2O, c1ccc(P(c2ccccc2)c2ccccc2)cc1. Product: CCOP(=O)(CSCCOn1cnc2c(N3C(=O)c4ccccc4C3=O)ncnc21)OCC. Reaction SMILES: [CH2:22]([CH3:23])[O:24][P:25]([O:26][CH2:27][CH3:28])(=[O:29])[CH2:30][S:31][CH2:32][CH2:33][OH:34].[O:54]1[CH2:55][CH2:56][CH2:57][CH2:58]1.[OH:1][n:2]1[c:3]2[n:4][cH:5][n:6][c:7]([N:11]3[C:12](=[O:21])[c:13]4[c:14]([cH:17][cH:18][cH:19][cH:20]4)[C:15]3=[O:16])[c:8]2[n:9][cH:10]1.[c:35]1([P:36]([c:37]2[cH:38][cH:39][cH:40][cH:41][cH:42]2)[c:43]2[cH:44][cH:45][cH:46][cH:47][cH:48]2)[cH:49][cH:50][cH:51][cH:52][cH:53]1>>[O:1]([n:2]1[c:3]2[n:4][cH:5][n:6][c:7]([N:11]3[C:12](=[O:21])[c:13]4[c:14]([cH:17][cH:18][cH:19][cH:20]4)[C:15]3=[O:16])[c:8]2[n:9][cH:10]1)[CH2:33][CH2:32][S:31][CH2:30][P:25]([O:24][CH2:22][CH3:23])([O:26][CH2:27][CH3:28])=[O:29]. Run in [OH-].[Na+] (sodium hydroxide). Yields the product [N+](=O)([O-])C1=CC=C(C=C1)S(=O)(=O)NCCCCCCCC(=O)O (8-(4-Nitrobenzenesulphonamido)octanoic Acid). Reactants: NCCCCCCCC(=O)O (8-aminooctanoic acid), [N+](=O)([O-])C1=CC=C(C=C1)S(=O)(=O)Cl (4-nitrobenzenesulphonyl chloride). RXN SMILES: [NH2:1][CH2:2][CH2:3][CH2:4][CH2:5][CH2:6][CH2:7][CH2:8][C:9]([OH:11])=[O:10].[N+:12]([C:15]1[CH:20]=[CH:19][C:18]([S:21](Cl)(=[O:23])=[O:22])=[CH:17][CH:16]=1)([O-:14])=[O:13]>[OH-].[Na+]>[N+:12]([C:15]1[CH:16]=[CH:17][C:18]([S:21]([NH:1][CH2:2][CH2:3][CH2:4][CH2:5][CH2:6][CH2:7][CH2:8][C:9]([OH:11])=[O:10])(=[O:23])=[O:22])=[CH:19][CH:20]=1)([O-:14])=[O:13] |f:2.3|. Procedure details: A solution of 8-aminooctanoic acid in 10% sodium hydroxide solution was treated with 4-nitrobenzenesulphonyl chloride in the manner of Example 2 to give the title compound which, on recrystallisation from aqueous ethanol, had a melting point of 126°-7° C. Reaction SMILES: [C:1](=[O:2])([O-:3])[O-:4].[C:7](=[O:8])([CH3:9])[O:10][CH:11]1[C:12]([CH3:57])([OH:58])[CH2:13][CH2:14][CH:15]([O:49][Si:50]([CH3:51])([CH3:52])[C:53]([CH3:54])([CH3:55])[CH3:56])[CH2:16][C:17](=[O:18])[O:19][CH:20]([C:25](=[CH:26][CH:27]=[CH:28][CH:29]([CH2:30][CH:31]2[CH:32]([CH:33]([CH:34]([CH2:35][CH3:36])[O:37][Si:38]([CH3:39])([CH3:40])[C:41]([CH3:42])([CH3:43])[CH3:44])[CH3:45])[O:46]2)[CH3:47])[CH3:48])[CH:21]([CH3:24])[CH:22]=[CH:23]1.[CH3:59][C:60](=[O:61])[OH:62].[K+:5].[K+:6]>>[OH:10][CH:11]1[C:12]([CH3:57])([OH:58])[CH2:13][CH2:14][CH:15]([O:49][Si:50]([CH3:51])([CH3:52])[C:53]([CH3:54])([CH3:55])[CH3:56])[CH2:16][C:17](=[O:18])[O:19][CH:20]([C:25](=[CH:26][CH:27]=[CH:28][CH:29]([CH2:30][CH:31]2[CH:32]([CH:33]([CH:34]([CH2:35][CH3:36])[O:37][Si:38]([CH3:39])([CH3:40])[C:41]([CH3:42])([CH3:43])[CH3:44])[CH3:45])[O:46]2)[CH3:47])[CH3:48])[CH:21]([CH3:24])[CH:22]=[CH:23]1. Product: CCC(O[Si](C)(C)C(C)(C)C)C(C)C1OC1CC(C)C=CC=C(C)C1OC(=O)CC(O[Si](C)(C)C(C)(C)C)CCC(C)(O)C(O)C=CC1C. Reactants: O=C([O-])[O-], CCC(O[Si](C)(C)C(C)(C)C)C(C)C1OC1CC(C)C=CC=C(C)C1OC(=O)CC(O[Si](C)(C)C(C)(C)C)CCC(C)(O)C(OC(C)=O)C=CC1C, CC(=O)O, [K+], [K+]. Reactants: BrC1=CC(=C(CN)C=C1)COC1=C(C=C(C=C1)Cl)I (4-Bromo-2-(4-chloro-2-iodo-phenoxymethyl)-benzylamine), C=1C=CC(=CC1)P(C=2C=CC=CC2)C3=CC=C4C=CC=CC4=C3C5=C6C=CC=CC6=CC=C5P(C=7C=CC=CC7)C=8C=CC=CC8 (BINAP), BrC=1C=CC(=C(CN)C1)COC1=C(C=C(C=C1)Cl)I (5-Bromo-2-(4-chloro-2-iodo-phenoxymethyl)-benzylamine), O([Na])C(C)(C)C (NaO-t-Bu). The reagents and catalysts are C=1C=CC(=CC1)/C=C/C(=O)/C=C/C2=CC=CC=C2.C=1C=CC(=CC1)/C=C/C(=O)/C=C/C2=CC=CC=C2.[Pd] (Pd(dba)2). The solvent is C1(=CC=CC=C1)C (toluene). Conditions: temperature 95 celsius. Product: BrC=1C=CC2=C(CNC3=C(OC2)C=CC(=C3)Cl)C1 (9-Bromo-2-chloro-11,12-dihydro-6H-5-oxa-12-aza-dibenzo[a,e]cyclooctene). Yield: 20.5%. Reaction SMILES: BrC1C=CC(CN)=C(COC2C=CC(Cl)=CC=2I)C=1.[Br:20][C:21]1[CH:22]=[CH:23][C:24]([CH2:29][O:30][C:31]2[CH:36]=[CH:35][C:34]([Cl:37])=[CH:33][C:32]=2I)=[C:25]([CH:28]=1)[CH2:26][NH2:27].O(C(C)(C)C)[Na].C1C=CC(P(C2C(C3C(P(C4C=CC=CC=4)C4C=CC=CC=4)=CC=C4C=3C=CC=C4)=C3C(C=CC=C3)=CC=2)C2C=CC=CC=2)=CC=1>C1(C)C=CC=CC=1.C1C=CC(/C=C/C(/C=C/C2C=CC=CC=2)=O)=CC=1.C1C=CC(/C=C/C(/C=C/C2C=CC=CC=2)=O)=CC=1.[Pd]>[Br:20][C:21]1[CH:22]=[CH:23][C:24]2[CH2:29][O:30][C:31]3[CH:36]=[CH:35][C:34]([Cl:37])=[CH:33][C:32]=3[NH:27][CH2:26][C:25]=2[CH:28]=1 |f:5.6.7|. Procedure details: To stirred mixture of 4-Bromo-2-(4-chloro-2-iodo-phenoxymethyl)-benzylamine Example 347D (25.9 mg, 57.2 μmol), NaO-t-Bu (18.1 mg, 0.19 mmol), and BINAP (14.3 mg, 22.9 μmol) in anhydrous toluene (0.4 mL) under argon was added Pd(dba)2 (6.60 mg, 11.4 umol). This reaction mixture in a sealed tube was heated at 95° C. for 75 min, cooled to room temperature and concentrated in vacuo. This was purified by a Shimadzu auto prep HPLC, employing 0% to 100% 10 min gradient elution with 0.1% TFA in MeOH-wat... The reactants are S([O-])(O)=O.[Na+] (sodium bisulphite), 104g, ClC=1C=C2C(=CNC2=CC1)C=C(C)[N+](=O)[O-] (5-chloro-3-(2-nitropropen-1-yl)indole), 115g, 6g, ferric chloride, C(C)(=O)O (acetic acid). Reagents/catalysts: [Fe] (iron). Solvent: CC(=O)C (acetone), O (water). Conditions: temperature 20 celsius, time 4 hour. The product is ClC=1C=C2C(=CNC2=CC1)CC(C)=O (5-chloro-3-(2-oxopropyl)indole). Reaction SMILES: [Cl:1][C:2]1[CH:3]=[C:4]2[C:8](=[CH:9][CH:10]=1)[NH:7][CH:6]=[C:5]2[CH:11]=[C:12]([N+]([O-])=O)[CH3:13].C(O)(=[O:19])C.S(=O)(O)[O-].[Na+]>CC(C)=O.O.[Fe]>[Cl:1][C:2]1[CH:3]=[C:4]2[C:8](=[CH:9][CH:10]=1)[NH:7][CH:6]=[C:5]2[CH2:11][C:12](=[O:19])[CH3:13] |f:2.3|. Procedure details: A mixture of 104g of 5-chloro-3-(2-nitropropen-1-yl)indole, 115g of powdered iron and 6g of ferric chloride dissolved in 1250 ml of acetone is brought to reflux. Heating ceases as soon as reflux commences and a solution of 265 ml of acetic acid in 800 ml of water is added over 30 minutes. The reaction mixture is again brought to reflux and maintained thereat for 4 hours; 25.6g of sodium bisulphite are then added, the mixture cooled to 20°C and filtered. The residue is washed with acetone. The co...